Dataset: the Open Reaction Database (ORD), a public repository of structured organic reaction records. Task: describe an organic reaction: reactants, conditions, products, and yield Yields the product C(C=C)C1(CC(COC2=C1C=C(C=C2)C(=O)OC)=C)S(=O)(=O)C2=CC=CC=C2 (methyl 5-allyl-3-methylene-5-(phenylsulfonyl)-2,3,4,5-tetrahydro-1-benzoxepin-7-carboxylate). Reactants: C(C=C)Br (allyl bromide), Cl (hydrochloric acid), 1,3-dimethylpropyleneurea, C[Si](C)(C)[N-][Si](C)(C)C.[Li+] (lithium bis(trimethylsilyl)amide), C=C1COC2=C(C(C1)S(=O)(=O)C1=CC=CC=C1)C=C(C=C2)C(=O)OC (methyl 3-methylene-5-(phenylsulfonyl)-2,3,4,5-tetrahydro-1-benzoxepin-7-carboxylate). Conditions: time 15 minute. Procedure: 0.023 ml (1.1 equivalents) of 1,3-dimethylpropyleneurea and then 0.189 ml (1.1 equivalents) of 1.06M lithium bis(trimethylsilyl)amide in tetrahydrofuran are added at ambient temperature to 61 mg (0.17 mmol) of methyl 3-methylene-5-(phenylsulfonyl)-2,3,4,5-tetrahydro-1-benzoxepin-7-carboxylate, prepared according to example 1, in solution in 1.8 ml of tetrahydrofuran. The reaction medium then assumes a dark yellow color. After stirring for 15 minutes, 0.0165 ml (1.1 equivalents) of allyl bromide ... The yield is 67.0%. The solvent is O1CCCC1 (tetrahydrofuran), ClCCl (dichloromethane), O (water), O1CCCC1 (tetrahydrofuran). RXN SMILES: C[Si]([N-][Si](C)(C)C)(C)C.[Li+].[CH2:11]=[C:12]1[CH2:18][CH:17]([S:19]([C:22]2[CH:27]=[CH:26][CH:25]=[CH:24][CH:23]=2)(=[O:21])=[O:20])[C:16]2[CH:28]=[C:29]([C:32]([O:34][CH3:35])=[O:33])[CH:30]=[CH:31][C:15]=2[O:14][CH2:13]1.[CH2:36](Br)[CH:37]=[CH2:38].Cl>O1CCCC1.ClCCl.O>[CH2:38]([C:17]1([S:19]([C:22]2[CH:27]=[CH:26][CH:25]=[CH:24][CH:23]=2)(=[O:21])=[O:20])[C:16]2[CH:28]=[C:29]([C:32]([O:34][CH3:35])=[O:33])[CH:30]=[CH:31][C:15]=2[O:14][CH2:13][C:12](=[CH2:11])[CH2:18]1)[CH:37]=[CH2:36] |f:0.1|. Procedure details: To 4,6-dimethyl-5-methoxy-2-mercapto-1H-benzimidazole (1.04 g, 0.0050 mol) in methanol (50 ml) were added (in the following order) NaOH (0.2 g, 0.0050 mol) dissolved in water (2 ml) and 3,4-dimethyl-2-chloromethylpyridine hydrochloride (0.96 g, 0.0050 mol). The mixture was heated until reflux. NaOH (0.2 g, 0.0050 mol) dissolved in water (2 ml) was added dropwise and then the reflux was continued for 3 hours. The mixture was poured on ice-water (200 ml). Filtration and recrystallization from CH3C... Solvent: CO (methanol), O (water), O (water). Reaction SMILES: [CH3:1][C:2]1[C:10]2[N:9]=[C:8]([SH:11])[NH:7][C:6]=2[CH:5]=[C:4]([CH3:12])[C:3]=1[O:13][CH3:14].[OH-].[Na+].Cl.[CH3:18][C:19]1[C:20]([CH2:26]Cl)=[N:21][CH:22]=[CH:23][C:24]=1[CH3:25]>CO.O>[CH3:1][C:2]1[C:10]2[N:9]=[C:8]([S:11][CH2:26][C:20]3[C:19]([CH3:18])=[C:24]([CH3:25])[CH:23]=[CH:22][N:21]=3)[NH:7][C:6]=2[CH:5]=[C:4]([CH3:12])[C:3]=1[O:13][CH3:14] |f:1.2,3.4|. Yield: 67.2%. The reactants are CC1=C(C(=CC=2NC(=NC21)S)C)OC (4,6-dimethyl-5-methoxy-2-mercapto-1H-benzimidazole), [OH-].[Na+] (NaOH), [OH-].[Na+] (NaOH), Cl.CC=1C(=NC=CC1C)CCl (3,4-dimethyl-2-chloromethylpyridine hydrochloride). Reaction conditions: time 3 hour. The product is CC1=C(C(=CC=2NC(=NC21)SCC2=NC=CC(=C2C)C)C)OC (4,6-dimethyl-5-methoxy-2-[[(3,4-dimethyl-2-pyridinyl)methyl]thio]-1H-benzimidazole). Reactants: CCOP(=O)(OCC)c1cc(F)ccc1CNC(=O)c1nc2n(c(=O)c1OCc1ccccc1)CCOC2(C)C, CCOC(C)=O, [Na+], C1CCOC1, [OH-]. The product is CCOP(=O)(O)c1cc(F)ccc1CNC(=O)c1nc2n(c(=O)c1OCc1ccccc1)CCOC2(C)C. As a reaction SMILES: [CH2:1]([c:2]1[cH:3][cH:4][cH:5][cH:6][cH:7]1)[O:8][c:9]1[c:10]([C:22](=[O:23])[NH:24][CH2:25][c:26]2[c:27]([P:33]([O:34][CH2:35][CH3:36])([O:37][CH2:38][CH3:39])=[O:40])[cH:28][c:29]([F:32])[cH:30][cH:31]2)[n:11][c:12]2[n:17]([c:18]1=[O:19])[CH2:16][CH2:15][O:14][C:13]2([CH3:20])[CH3:21].[CH3:48][CH2:49][O:50][C:51](=[O:52])[CH3:53].[Na+:42].[O:43]1[CH2:44][CH2:45][CH2:46][CH2:47]1.[OH-:41]>>[CH2:1]([c:2]1[cH:3][cH:4][cH:5][cH:6][cH:7]1)[O:8][c:9]1[c:10]([C:22](=[O:23])[NH:24][CH2:25][c:26]2[c:27]([P:33]([O:34][CH2:35][CH3:36])(=[O:37])[OH:40])[cH:28][c:29]([F:32])[cH:30][cH:31]2)[n:11][c:12]2[n:17]([c:18]1=[O:19])[CH2:16][CH2:15][O:14][C:13]2([CH3:20])[CH3:21]. Reactants: C(C)OC1=C(C=CC=C1)C1=C(SC2=C1N=C(N=C2)SC)C(=O)OC (methyl 7-(2-ethoxyphenyl)-2-(methylsulfanyl)thieno[3,2-d]pyrimidine-6-carboxylate), B1(OO1)[O-].O.O.O.O.[Na+] (sodium perborate tetrahydrate). Run in O (water), C(C)(=O)O (acetic acid). Conditions: temperature 70 celsius. The product is C(C)OC1=C(C=CC=C1)C1=C(SC2=C1N=C(N=C2)S(=O)(=O)C)C(=O)OC (methyl 7-(2-ethoxyphenyl)-2-(methylsulfonyl)thieno[3,2-d]pyrimidine-6-carboxylate). Isolated yield 82.4%. RXN SMILES: [CH2:1]([O:3][C:4]1[CH:9]=[CH:8][CH:7]=[CH:6][C:5]=1[C:10]1[C:14]2[N:15]=[C:16]([S:19][CH3:20])[N:17]=[CH:18][C:13]=2[S:12][C:11]=1[C:21]([O:23][CH3:24])=[O:22])[CH3:2].B1([O-])OO1.[OH2:29].[OH2:30].O.O.[Na+]>C(O)(=O)C.O>[CH2:1]([O:3][C:4]1[CH:9]=[CH:8][CH:7]=[CH:6][C:5]=1[C:10]1[C:14]2[N:15]=[C:16]([S:19]([CH3:20])(=[O:30])=[O:29])[N:17]=[CH:18][C:13]=2[S:12][C:11]=1[C:21]([O:23][CH3:24])=[O:22])[CH3:2] |f:1.2.3.4.5.6|. Procedure: A mixture of 330 mg of methyl 7-(2-ethoxyphenyl)-2-(methylsulfanyl)thieno[3,2-d]pyrimidine-6-carboxylate, prepared by analogy to the method described in example 4, and 634 mg of sodium perborate tetrahydrate in 15 ml of acetic acid is microwave-heated at 70° C. in a sealed tube for 1 h 30. The mixture is diluted with 5 volumes of water and the resulting precipitate is filtered off and washed with water. The solid is taken up with dichloromethane and 100 ml of a solution of sodium thiosulfate. Th... Starting materials: COC(=O)c1cc(-c2ccccc2)ccc1OC, Cl, C1COCCO1, O. Yields the product COc1ccc(-c2ccccc2)cc1C(=O)O. RXN SMILES: [CH3:1][O:2][c:3]1[c:4]([C:5](=[O:6])[O:7][CH3:8])[cH:9][c:10](-[c:13]2[cH:14][cH:15][cH:16][cH:17][cH:18]2)[cH:11][cH:12]1.[ClH:19].[O:21]1[CH2:22][CH2:23][O:24][CH2:25][CH2:26]1.[OH2:20]>>[CH3:1][O:2][c:3]1[c:4]([C:5](=[O:6])[OH:7])[cH:9][c:10](-[c:13]2[cH:14][cH:15][cH:16][cH:17][cH:18]2)[cH:11][cH:12]1. Reactants: C(=O)(O)[O-].[Na+] (NaHCO3), Cl.N12CC(C(CC1)CC2)=O (3-Quinuclidinone hydrochloride), C1(=CC=C(C=C1)N)C1=CC=C(C=C1)N (biphenyl-4,4′-diamine), [O-]S(=O)(=O)[O-].[Na+].[Na+] (Na2SO4), [BH-](OC(=O)C)(OC(=O)C)OC(=O)C.[Na+] (NaBH(OAc)3). Run in C(C)(=O)O (acetic acid). Conditions: time 20 minute. The product is N12CC(C(CC1)CC2)NC2=CC=C(C=C2)C2=CC=C(C=C2)N (N-1-azabicyclo[2.2.2]oct-3-yl-1,1′-biphenyl-4,4′-diamine). RXN SMILES: Cl.[N:2]12[CH2:9][CH2:8][CH:5]([CH2:6][CH2:7]1)[C:4](=O)[CH2:3]2.[C:11]1([C:18]2[CH:23]=[CH:22][C:21]([NH2:24])=[CH:20][CH:19]=2)[CH:16]=[CH:15][C:14]([NH2:17])=[CH:13][CH:12]=1.[O-]S([O-])(=O)=O.[Na+].[Na+].[BH-](OC(C)=O)(OC(C)=O)OC(C)=O.[Na+].C([O-])(O)=O.[Na+]>C(O)(=O)C>[N:2]12[CH2:9][CH2:8][CH:5]([CH2:6][CH2:7]1)[CH:4]([NH:17][C:14]1[CH:13]=[CH:12][C:11]([C:18]3[CH:23]=[CH:22][C:21]([NH2:24])=[CH:20][CH:19]=3)=[CH:16][CH:15]=1)[CH2:3]2 |f:0.1,3.4.5,6.7,8.9|. Procedure details: 3-Quinuclidinone hydrochloride (Aldrich, 1.61 g, 10 mmol) in acetic acid (25 mL) was treated with biphenyl-4,4′-diamine (Aldrich, 0.92 g, 5.0 mmol), Na2SO4 (anhydrous, Aldrich, 7.40 g, 50 mmol) and NaBH(OAc)3 (Aldrich, 3.16 g, 15 mmol) at ambient temperature for 15 hours. The reaction mixture was slowly poured into a flask containing 75 mL of saturated NaHCO3, stirred for 20 minutes, and extracted with ethyl acetate (3×100 mL). The extracts were combined and washed with brine (2×20 mL). The orga... The reactants are CC(=O)O[BH-](OC(C)=O)OC(C)=O, CC(=O)O, CC(C)Oc1ccc(-c2nc(-c3cccc4c(CC=O)cn(C)c34)no2)cc1Cl, ClCCl, CCOC(=O)C1CCNCC1, [Na+]. RXN SMILES: [C:45]([O:46][BH-:47]([O:48][C:49](=[O:50])[CH3:51])[O:52][C:53](=[O:54])[CH3:55])(=[O:56])[CH3:57].[CH3:41][C:42](=[O:43])[OH:44].[Cl:1][c:2]1[cH:3][c:4](-[c:12]2[n:13][c:14](-[c:17]3[cH:18][cH:19][cH:20][c:21]4[c:22]([CH2:27][CH:28]=[O:29])[cH:23][n:24]([CH3:26])[c:25]34)[n:15][o:16]2)[cH:5][cH:6][c:7]1[O:8][CH:9]([CH3:10])[CH3:11].[Cl:59][CH2:60][Cl:61].[NH:30]1[CH2:31][CH2:32][CH:33]([C:36](=[O:37])[O:38][CH2:39][CH3:40])[CH2:34][CH2:35]1.[Na+:58]>>[Cl:1][c:2]1[cH:3][c:4](-[c:12]2[n:13][c:14](-[c:17]3[cH:18][cH:19][cH:20][c:21]4[c:22]([CH2:27][CH2:28][N:30]5[CH2:31][CH2:32][CH:33]([C:36](=[O:37])[O:38][CH2:39][CH3:40])[CH2:34][CH2:35]5)[cH:23][n:24]([CH3:26])[c:25]34)[n:15][o:16]2)[cH:5][cH:6][c:7]1[O:8][CH:9]([CH3:10])[CH3:11]. Product: CCOC(=O)C1CCN(CCc2cn(C)c3c(-c4noc(-c5ccc(OC(C)C)c(Cl)c5)n4)cccc23)CC1. Reactants: C1=C(N=C2N1C1=CC=CC=C1NC2)CO (4,5-dihydro-imidazo-[1,2-a]-quinoxaline-2-methanol). Reagents/catalysts: [O-2].[O-2].[Mn+4] (manganese dioxide). Solvent: C(Cl)(Cl)Cl (chloroform). Conditions: time 6 hour. The product is C1=C(N=C2N1C1=CC=CC=C1N=C2)CO (imidazo-[1,2-a]quinoxaline-2-methanol). The yield is 90.2%. As a reaction SMILES: [CH:1]1[N:5]2[C:6]3[C:11]([NH:12][CH2:13][C:4]2=[N:3][C:2]=1[CH2:14][OH:15])=[CH:10][CH:9]=[CH:8][CH:7]=3>C(Cl)(Cl)Cl.[O-2].[O-2].[Mn+4]>[CH:1]1[N:5]2[C:6]3[C:11]([N:12]=[CH:13][C:4]2=[N:3][C:2]=1[CH2:14][OH:15])=[CH:10][CH:9]=[CH:8][CH:7]=3 |f:2.3.4|. Reported procedure: A solution of 3 g of 4,5-dihydro-imidazo-[1,2-a]-quinoxaline-2-methanol in 500 ml of chloroform and 9 g of manganese dioxide was refluxed with stirring for 6 hours and the mixture was filtered hot and concentrated. The mixture was cooled and filtered to obtain 2.68 g of a imidazo-[1,2-a]quinoxaline-2-methanol and imidazo-[1,2-a]-quinoxaline-2-carboxaldehyde mixture and the latter was chromatographed over silica gel. Elution with a 97.5% chloroform--2.5% methanol mixture yielded first 0.23 g of i... The reactants are C1(=CC=CC=C1)C(C1NCCC2=C(C=CC(=C12)OC)OC)C1=CC=CC=C1 (1-(Diphenyl-methyl)-5,8-dimethoxy-1,2,3,4-tetrahydroisoquinoline), BrCC(=O)Br (2-bromoacetyl bromide), COC1=C(CN)C=CC=C1 (2-methoxy-benzylamine). Yields the product C1(=CC=CC=C1)C(C1N(CCC2=C(C=CC(=C12)OC)OC)CC(=O)NCC1=C(C=CC=C1)OC)C1=CC=CC=C1 (2-[1-(Diphenyl-methyl)-5,8-dimethoxy-3,4-dihydro-1H-isoquinolin-2-yl]-N-(2-methoxy-benzyl)-acetamide). As a reaction SMILES: [C:1]1([CH:7]([C:22]2[CH:27]=[CH:26][CH:25]=[CH:24][CH:23]=2)[CH:8]2[C:17]3[C:12](=[C:13]([O:20][CH3:21])[CH:14]=[CH:15][C:16]=3[O:18][CH3:19])[CH2:11][CH2:10][NH:9]2)[CH:6]=[CH:5][CH:4]=[CH:3][CH:2]=1.Br[CH2:29][C:30](Br)=[O:31].[CH3:33][O:34][C:35]1[CH:42]=[CH:41][CH:40]=[CH:39][C:36]=1[CH2:37][NH2:38]>>[C:22]1([CH:7]([C:1]2[CH:2]=[CH:3][CH:4]=[CH:5][CH:6]=2)[CH:8]2[C:17]3[C:12](=[C:13]([O:20][CH3:21])[CH:14]=[CH:15][C:16]=3[O:18][CH3:19])[CH2:11][CH2:10][N:9]2[CH2:29][C:30]([NH:38][CH2:37][C:36]2[CH:39]=[CH:40][CH:41]=[CH:42][C:35]=2[O:34][CH3:33])=[O:31])[CH:27]=[CH:26][CH:25]=[CH:24][CH:23]=1. Procedure: prepared by reaction of 1-(Diphenyl-methyl)-5,8-dimethoxy-1,2,3,4-tetrahydroisoquinoline and 2-bromoacetyl bromide with 2-methoxy-benzylamine